Dataset: the Open Reaction Database (ORD), a public repository of structured organic reaction records. Task: describe an organic reaction: reactants, conditions, products, and yield As a reaction SMILES: [CH3:16][N:17]([CH3:18])[CH:19]=[O:20].[CH:7]1([N:13]=[C:14]=[S:15])[CH2:8][CH2:9][CH2:10][CH2:11][CH2:12]1.[NH2:1][c:2]1[n:3][nH:4][cH:5][n:6]1>>[NH2:1][c:2]1[n:3]([C:14]([NH:13][CH:7]2[CH2:8][CH2:9][CH2:10][CH2:11][CH2:12]2)=[S:15])[n:4][cH:5][n:6]1. Yields the product Nc1ncnn1C(=S)NC1CCCCC1. Reactants: CN(C)C=O, S=C=NC1CCCCC1, Nc1nc[nH]n1.